From a dataset of the Open Reaction Database (ORD), a public repository of structured organic reaction records. describe an organic reaction: reactants, conditions, products, and yield The reactants are C(C)(C)(C)C1=CC(=C(C=N1)C=1N([C@]([C@](N1)(C)C1=CC=C(C=C1)Cl)(C)C1=CC=C(C=C1)Cl)C(=O)N1CCC(CC1)CC(=O)O)OCC ({1-[(4S,5R)-2-(6-tert-butyl-4-ethoxy-pyridin-3-yl)-4,5-bis-(4-chloro-phenyl)-4,5-dimethyl-4,5-dihydro-imidazole-1-carbonyl]-piperidin-4-yl}-acetic acid), C1(=CC=CC=C1)[C@@H](CC)N ((R)-(+)-1-phenylpropylamine). Product: C(C)(C)(C)C1=CC(=C(C=N1)C=1N([C@]([C@](N1)(C)C1=CC=C(C=C1)Cl)(C)C1=CC=C(C=C1)Cl)C(=O)N1CCC(CC1)CC(=O)N[C@H](CC)C1=CC=CC=C1)OCC (2-{1-[(4S,5R)-2-(6-tert-Butyl-4-ethoxy-pyridin-3-yl)-4,5-bis-(4-chloro-phenyl)-4,5-dimethyl-4,5-dihydro-imidazole-1-carbonyl]-piperidin-4-yl}-N-((R)-1-phenyl-propyl)-acetamide). As a reaction SMILES: [C:1]([C:5]1[N:10]=[CH:9][C:8]([C:11]2[N:12]([C:32]([N:34]3[CH2:39][CH2:38][CH:37]([CH2:40][C:41]([OH:43])=O)[CH2:36][CH2:35]3)=[O:33])[C@@:13]([C:25]3[CH:30]=[CH:29][C:28]([Cl:31])=[CH:27][CH:26]=3)([CH3:24])[C@@:14]([C:17]3[CH:22]=[CH:21][C:20]([Cl:23])=[CH:19][CH:18]=3)([CH3:16])[N:15]=2)=[C:7]([O:44][CH2:45][CH3:46])[CH:6]=1)([CH3:4])([CH3:3])[CH3:2].[C:47]1([C@H:53]([NH2:56])[CH2:54][CH3:55])[CH:52]=[CH:51][CH:50]=[CH:49][CH:48]=1>>[C:1]([C:5]1[N:10]=[CH:9][C:8]([C:11]2[N:12]([C:32]([N:34]3[CH2:39][CH2:38][CH:37]([CH2:40][C:41]([NH:56][C@@H:53]([C:47]4[CH:52]=[CH:51][CH:50]=[CH:49][CH:48]=4)[CH2:54][CH3:55])=[O:43])[CH2:36][CH2:35]3)=[O:33])[C@@:13]([C:25]3[CH:26]=[CH:27][C:28]([Cl:31])=[CH:29][CH:30]=3)([CH3:24])[C@@:14]([C:17]3[CH:18]=[CH:19][C:20]([Cl:23])=[CH:21][CH:22]=3)([CH3:16])[N:15]=2)=[C:7]([O:44][CH2:45][CH3:46])[CH:6]=1)([CH3:3])([CH3:2])[CH3:4]. Procedure details: In a manner analogous to the method described in example 163, {1-[(4S,5R)-2-(6-tert-butyl-4-ethoxy-pyridin-3-yl)-4,5-bis-(4-chloro-phenyl)-4,5-dimethyl-4,5-dihydro-imidazole-1-carbonyl]-piperidin-4-yl}-acetic acid was reacted with (R)-(+)-1-phenylpropylamine (Alfa) to give the title product. LC-MS (ES+) 782 [(M+H)+]. Starting materials: C[N+](C)(C)Cc1ccccc1, [Cl-], FC(F)Cl, [Na+], C1COCCO1, COc1ccc(C=O)cc1O, [OH-]. Product: COc1ccc(C=O)cc1OC(F)F. RXN SMILES: [CH2:19]([N+:20]([CH3:21])([CH3:22])[CH3:23])[c:24]1[cH:25][cH:26][cH:27][cH:28][cH:29]1.[Cl-:18].[Cl:1][CH:2]([F:3])[F:4].[Na+:17].[O:30]1[CH2:31][CH2:32][O:33][CH2:34][CH2:35]1.[O:5]=[CH:6][c:7]1[cH:8][c:9]([OH:10])[c:11]([O:12][CH3:13])[cH:14][cH:15]1.[OH-:16]>>[CH:2]([F:3])([F:4])[O:10][c:9]1[cH:8][c:7]([CH:6]=[O:5])[cH:15][cH:14][c:11]1[O:12][CH3:13]. Reactants: ClC1=C(C=C(C=N1)O)F (6-chloro-5-fluoro-3-pyridinol), CN(C=O)C (dimethyl-formamide), C([O-])([O-])=O.[K+].[K+] (potassium carbonate), C(C1=CC=CC=C1)Br (benzyl bromide). Run in O (water). Conditions: temperature 80 celsius. The product is ClC1=NC=C(C=C1F)OCC1=CC=CC=C1 (2-chloro-3-fluoro-5-(phenylmethoxy)pyridine). RXN SMILES: [Cl:1][C:2]1[N:7]=[CH:6][C:5]([OH:8])=[CH:4][C:3]=1[F:9].CN(C)C=O.C(=O)([O-])[O-].[K+].[K+].[CH2:21](Br)[C:22]1[CH:27]=[CH:26][CH:25]=[CH:24][CH:23]=1>O>[Cl:1][C:2]1[C:3]([F:9])=[CH:4][C:5]([O:8][CH2:21][C:22]2[CH:27]=[CH:26][CH:25]=[CH:24][CH:23]=2)=[CH:6][N:7]=1 |f:2.3.4|. Reported procedure: 0.5 g (3.38 mM) of 6-chloro-5-fluoro-3-pyridinol, 10 ml of dimethyl-formamide and 0.843 g (6.08 mM) of potassium carbonate are mixed. 0.8 ml (6.76 mM) of benzyl bromide is added and the mixture is heated at 80° C. for one hour. After hydrolysis in 100 ml of water, the mixture is extracted with ethyl acetate and the organic phases are washed with water, dried over magnesium sulfate and concentrated under reduced pressure. The crude product is purified by chromatography on silica gel (eluent: pure... Reactants: CCOC(=O)C(=NOCc1ccc(OCc2nc(-c3ccccc3)oc2C)cc1)c1ccc(OC)cc1, Cl, [Na+], C1CCOC1, [OH-]. The product is COc1ccc(C(=NOCc2ccc(OCc3nc(-c4ccccc4)oc3C)cc2)C(=O)O)cc1. RXN SMILES: [CH3:1][O:2][c:3]1[cH:4][cH:5][c:6]([C:9]([C:10](=[O:11])[O:12][CH2:13][CH3:14])=[N:15][O:16][CH2:17][c:18]2[cH:19][cH:20][c:21]([O:24][CH2:25][c:26]3[n:27][c:28](-[c:32]4[cH:33][cH:34][cH:35][cH:36][cH:37]4)[o:29][c:30]3[CH3:31])[cH:22][cH:23]2)[cH:7][cH:8]1.[ClH:38].[Na+:45].[O:39]1[CH2:40][CH2:41][CH2:42][CH2:43]1.[OH-:44]>>[CH3:1][O:2][c:3]1[cH:4][cH:5][c:6]([C:9]([C:10](=[O:11])[OH:12])=[N:15][O:16][CH2:17][c:18]2[cH:19][cH:20][c:21]([O:24][CH2:25][c:26]3[n:27][c:28](-[c:32]4[cH:33][cH:34][cH:35][cH:36][cH:37]4)[o:29][c:30]3[CH3:31])[cH:22][cH:23]2)[cH:7][cH:8]1. Reactants: C(CCCCCCCCCCCCCCCCC)N1C(CCCC1)CCO (2-(1-Octadecyl-2-piperidyl)ethan-1-ol), BrCCCCCl (1-bromo-4-chlorobutane), C([O-])([O-])=O.[K+].[K+] (potassium carbonate). Run in CC(=O)C (acetone). Yields the product ClCCCCOCCC1N(CCCC1)CCCCCCCCCCCCCCCCCC (2-[2-(4-chlorobutoxy)ethyl]-1-octadecylpiperidine). RXN SMILES: [CH2:1]([N:19]1[CH2:24][CH2:23][CH2:22][CH2:21][CH:20]1[CH2:25][CH2:26][OH:27])[CH2:2][CH2:3][CH2:4][CH2:5][CH2:6][CH2:7][CH2:8][CH2:9][CH2:10][CH2:11][CH2:12][CH2:13][CH2:14][CH2:15][CH2:16][CH2:17][CH3:18].Br[CH2:29][CH2:30][CH2:31][CH2:32][Cl:33].C(=O)([O-])[O-].[K+].[K+]>CC(C)=O>[Cl:33][CH2:32][CH2:31][CH2:30][CH2:29][O:27][CH2:26][CH2:25][CH:20]1[CH2:21][CH2:22][CH2:23][CH2:24][N:19]1[CH2:1][CH2:2][CH2:3][CH2:4][CH2:5][CH2:6][CH2:7][CH2:8][CH2:9][CH2:10][CH2:11][CH2:12][CH2:13][CH2:14][CH2:15][CH2:16][CH2:17][CH3:18] |f:2.3.4|. Procedure: 2-(1-Octadecyl-2-piperidyl)ethan-1-ol and 1-bromo-4-chlorobutane are reacted in acetone in the presence of potassium carbonate at reflux temperature to obtain 2-[2-(4-chlorobutoxy)ethyl]-1-octadecylpiperidine.